Dataset: the Open Reaction Database (ORD), a public repository of structured organic reaction records. Task: describe an organic reaction: reactants, conditions, products, and yield Product: O=C(O)c1ccc(F)c(-c2cccc(F)c2F)n1. RXN SMILES: [Br:1][c:2]1[c:3]([F:11])[cH:4][cH:5][c:6]([C:8](=[O:9])[OH:10])[n:7]1.[C:29](=[O:30])([O-:31])[O-:32].[CH3:23][O:24][CH2:25][CH2:26][O:27][CH3:28].[CH3:35][CH2:36][O:37][C:38](=[O:39])[CH3:40].[F:12][c:13]1[c:14]([B:20]([OH:21])[OH:22])[cH:15][cH:16][cH:17][c:18]1[F:19].[Na+:33].[Na+:34].[Na+:42].[OH-:41]>>[c:2]1(-[c:14]2[c:13]([F:12])[c:18]([F:19])[cH:17][cH:16][cH:15]2)[c:3]([F:11])[cH:4][cH:5][c:6]([C:8](=[O:9])[OH:10])[n:7]1. Starting materials: O=C(O)c1ccc(F)c(Br)n1, O=C([O-])[O-], COCCOC, CCOC(C)=O, OB(O)c1cccc(F)c1F, [Na+], [Na+], [Na+], [OH-].